From a dataset of the Open Reaction Database (ORD), a public repository of structured organic reaction records. describe an organic reaction: reactants, conditions, products, and yield Reactants: [N+](=O)([O-])C=1C=C(C=C(C(=O)OC)C1)C(=O)OC (dimethyl 5-nitroisophthalate), [N+](=O)([O-])C=1C=C(C=C(C(=O)OC)C1)C(=O)OC (dimethyl 5-nitroisophthalate), C(C)N(CCCN)CC (N,N-diethyl-1,3-propanediamine). Yields the product 92, [N+](=O)([O-])C=1C=C(C=C(C(=O)O)C1)C(=O)O (5-nitroisophthalic acid), C(C)N(CCC[NH-])CC (3-diethylaminopropylamide). As a reaction SMILES: [N+:1]([C:4]1[CH:5]=[C:6]([C:14]([O:16]C)=[O:15])[CH:7]=[C:8]([CH:13]=1)[C:9]([O:11]C)=[O:10])([O-:3])=[O:2].[CH2:18]([N:20]([CH2:25][CH3:26])[CH2:21][CH2:22][CH2:23][NH2:24])[CH3:19]>>[N+:1]([C:4]1[CH:5]=[C:6]([C:14]([OH:16])=[O:15])[CH:7]=[C:8]([CH:13]=1)[C:9]([OH:11])=[O:10])([O-:3])=[O:2].[CH2:18]([N:20]([CH2:25][CH3:26])[CH2:21][CH2:22][CH2:23][NH-:24])[CH3:19]. Procedure: Fifty parts of dimethyl 5-nitroisophthalate and 130 parts of N,N-diethyl-1,3-propanediamine were reacted for about four hours at 80 to 100° C. under a slight vacuum. After confirming the disappearance of the starting material dimethyl 5-nitroisophthalate and monoamide compounds, the excess N,N-diethyl-1,3-propanediamine was removed under vacuum, yielding 92 parts of 5-nitroisophthalic acid bis-3-diethylaminopropylamide. Starting materials: COCOc1ccc(OC)cc1-c1nc2c(CBr)cccc2o1, COCOc1cc(OC)c(OC)cc1-c1nc2c(C)cccc2o1. Reaction SMILES: [Br:1][CH2:2][c:3]1[cH:4][cH:5][cH:6][c:7]2[c:8]1[n:9][c:10](-[c:12]1[c:13]([O:20][CH2:21][O:22][CH3:23])[cH:14][cH:15][c:16]([O:18][CH3:19])[cH:17]1)[o:11]2.[CH3:24][O:25][c:26]1[c:27]([O:28][CH3:29])[cH:30][c:31](-[c:32]2[o:33][c:34]3[cH:35][cH:36][cH:37][c:38]([CH3:39])[c:40]3[n:41]2)[c:42]([O:43][CH2:44][O:45][CH3:46])[cH:47]1>>[Br:1][CH2:2][c:3]1[cH:4][cH:5][cH:6][c:7]2[c:8]1[n:9][c:10](-[c:12]1[c:13]([O:20][CH2:21][O:22][CH3:23])[cH:14][c:15]([O:25][CH3:24])[c:16]([O:18][CH3:19])[cH:17]1)[o:11]2. Yields the product COCOc1cc(OC)c(OC)cc1-c1nc2c(CBr)cccc2o1. Starting materials: [N+](=O)([O-])C=1C=C2C(=NNC2=CC1)C(=O)O (5-nitro-1H-indazole-3-carboxylic acid), ON1N=NC2=C1C=CC=C2 (1-hydroxybenzotriazole), Cl.C(C)N=C=NCCCN(C)C (1-ethyl-3-[3-(dimethylamino)propyl]carbodiimide hydrochloride), C1(CCCCC1)N (cyclohexylamine). Run in CN(C=O)C (dimethylformamide), ClCCl (dichloromethane), C(C)N(CC)CC (triethylamine), O (water), ClCCl (dichloromethane). Conditions: time 70 hour. The product is C1(CCCCC1)NC(=O)C1=NNC2=CC=C(C=C12)[N+](=O)[O-] (N-cyclohexyl-5-nitro-1H-indazole-3-carboxamide). Yield: 459.9%. RXN SMILES: [N+:1]([C:4]1[CH:5]=[C:6]2[C:10](=[CH:11][CH:12]=1)[NH:9][N:8]=[C:7]2[C:13]([OH:15])=O)([O-:3])=[O:2].O[N:17]1[C:21]2[CH:22]=[CH:23][CH:24]=[CH:25][C:20]=2N=N1.Cl.C(N=C=NCCCN(C)C)C.C1(N)CCCCC1>O.ClCCl.C(N(CC)CC)C.CN(C)C=O>[CH:21]1([NH:17][C:13]([C:7]2[C:6]3[C:10](=[CH:11][CH:12]=[C:4]([N+:1]([O-:3])=[O:2])[CH:5]=3)[NH:9][N:8]=2)=[O:15])[CH2:22][CH2:23][CH2:24][CH2:25][CH2:20]1 |f:2.3|. Procedure details: N-Cyclohexyl-5-nitro-1H-indazole-3-carboxamide can be obtained in the following way: a solution of 2.5 g of 5-nitro-1H-indazole-3-carboxylic acid, of 150 ml of dichloromethane, of 75 ml of dimethylformamide, 0.16 g of 1-hydroxybenzotriazole and of 2.75 g 1-ethyl-3-[3-(dimethylamino)propyl]carbodiimide hydrochloride is stirred for 15 minutes at a temperature of 25° C. 1.7 ml of cyclohexylamine and 1.7 ml of triethylamine are then added. The reaction medium is maintained with stirring for 70 hours... The reactants are C(C)(C)(C)OC(=O)NC1=C(C=CC=C1)NC(C1=CC=C(C=C1)C=1SC(=CN1)CN1CCCCC1)=O (N-(2-t-butoxycarbonylaminophenyl)-4-[5-(piperidin-1-ylmethyl)-1,3-thiazol-2-yl]benzamide), solution, Cl (hydrogen chloride). Solvent: O1CCOCC1 (1,4 dioxane), O1CCOCC1 (1,4-dioxane). Run at time 17 hour. Product: NC1=C(C=CC=C1)NC(C1=CC=C(C=C1)C=1SC(=CN1)CN1CCCCC1)=O (N-(2-aminophenyl)-4-[5-(piperidin-1-ylmethyl)-1,3-thiazol-2-yl]benzamide), hydrochloride salt. Reaction SMILES: C(OC([NH:8][C:9]1[CH:14]=[CH:13][CH:12]=[CH:11][C:10]=1[NH:15][C:16](=[O:35])[C:17]1[CH:22]=[CH:21][C:20]([C:23]2[S:24][C:25]([CH2:28][N:29]3[CH2:34][CH2:33][CH2:32][CH2:31][CH2:30]3)=[CH:26][N:27]=2)=[CH:19][CH:18]=1)=O)(C)(C)C.Cl>O1CCOCC1>[NH2:8][C:9]1[CH:14]=[CH:13][CH:12]=[CH:11][C:10]=1[NH:15][C:16](=[O:35])[C:17]1[CH:18]=[CH:19][C:20]([C:23]2[S:24][C:25]([CH2:28][N:29]3[CH2:30][CH2:31][CH2:32][CH2:33][CH2:34]3)=[CH:26][N:27]=2)=[CH:21][CH:22]=1. Procedure: N-(2-t-butoxycarbonylaminophenyl)-4-[5-(piperidin-1-ylmethyl)-1,3-thiazol-2-yl]benzamide (Method 51, 271 mg, 0.54 mmol) was suspended in 1,4 dioxane (4 ml) and a 4M solution of hydrogen chloride in 1,4-dioxane (4 ml) added. The reaction mixture was stirred at ambient temperature for 17 hours. The resultant precipitate was collected by filtration, washed with diethyl ether and air dried to yield the title compound as its hydrochloride salt. The crude solid was purified using an Oasis MCX column, ... Reactants: COC1=CC=C(COC(=O)N2[C@@H](C[C@@H](C2)SC(C2=CC=CC=C2)(C2=CC=CC=C2)C2=CC=CC=C2)CN2C(C=3C(C2=O)=CC=CC3)=O)C=C1 ((2S,4S)-1-p-methoxybenzyloxycarbonyl-2-phthalimidomethyl-4-tritylthiopyrrolidine), O.NN (hydrazine hydrate). The solvent is ClCCl (dichloromethane), CO (methanol). Product: COC1=CC=C(COC(=O)N2[C@@H](C[C@@H](C2)SC(C2=CC=CC=C2)(C2=CC=CC=C2)C2=CC=CC=C2)CN)C=C1 ((2S,4S)-1-p-methoxybenzyloxycarbonyl-2-aminomethyl-4-tritylthiopyrrolidine). Isolated yield 77.8%. Reaction SMILES: [CH3:1][O:2][C:3]1[CH:49]=[CH:48][C:6]([CH2:7][O:8][C:9]([N:11]2[CH2:15][C@@H:14]([S:16][C:17]([C:30]3[CH:35]=[CH:34][CH:33]=[CH:32][CH:31]=3)([C:24]3[CH:29]=[CH:28][CH:27]=[CH:26][CH:25]=3)[C:18]3[CH:23]=[CH:22][CH:21]=[CH:20][CH:19]=3)[CH2:13][C@H:12]2[CH2:36][N:37]2C(=O)C3=CC=CC=C3C2=O)=[O:10])=[CH:5][CH:4]=1.O.NN>ClCCl.CO>[CH3:1][O:2][C:3]1[CH:4]=[CH:5][C:6]([CH2:7][O:8][C:9]([N:11]2[CH2:15][C@@H:14]([S:16][C:17]([C:30]3[CH:31]=[CH:32][CH:33]=[CH:34][CH:35]=3)([C:24]3[CH:25]=[CH:26][CH:27]=[CH:28][CH:29]=3)[C:18]3[CH:23]=[CH:22][CH:21]=[CH:20][CH:19]=3)[CH2:13][C@H:12]2[CH2:36][NH2:37])=[O:10])=[CH:48][CH:49]=1 |f:1.2|. Procedure details: To a solution of (2S,4S)-1-p-methoxybenzyloxycarbonyl-2-phthalimidomethyl-4-tritylthiopyrrolidine (752 mg: 1.124 mmole) in a mixture of dichloromethane (3 ml) and methanol (12 ml), hydrazine hydrate (109 μl: 2 eq.) is added. The mixture is heated for 5 hours. The reaction mixture is concentrated in vacuo. The residue is dissolved in dichloromethane (5 ml) and the solid is filtered off. The filtrate is washed with water and concentrated in vacuo. The residue is recrystallized from a mixture of di... Starting materials: Cl, [Na+], C1CCOC1, [OH-], O, CCOC(=O)C(O)CSc1ccc(-c2ccccc2)cc1. Product: O=C(O)C(O)CSc1ccc(-c2ccccc2)cc1. As a reaction SMILES: [ClH:28].[Na+:30].[O:23]1[CH2:24][CH2:25][CH2:26][CH2:27]1.[OH-:29].[OH2:22].[c:1]1(-[c:16]2[cH:17][cH:18][cH:19][cH:20][cH:21]2)[cH:2][cH:3][c:4]([S:7][CH2:8][CH:9]([C:10](=[O:11])[O:12][CH2:13][CH3:14])[OH:15])[cH:5][cH:6]1>>[c:1]1(-[c:16]2[cH:17][cH:18][cH:19][cH:20][cH:21]2)[cH:2][cH:3][c:4]([S:7][CH2:8][CH:9]([C:10](=[O:11])[OH:12])[OH:15])[cH:5][cH:6]1. Yields the product COc1cc2c(-c3ccc4[nH]c(C)cc4c3)cnnc2cc1OCC1CCN(C(=O)OC(C)(C)C)CC1. The reactants are COc1cc2c(Cl)cnnc2cc1OCC1CCN(C(=O)OC(C)(C)C)CC1, O=C([O-])[O-], [Cs+], [Cs+], CN(C)C=O, Cc1cc2cc(O)ccc2[nH]1. RXN SMILES: [C:1]([CH3:2])([CH3:3])([CH3:4])[O:5][C:6](=[O:7])[N:8]1[CH2:9][CH2:10][CH:11]([CH2:14][O:15][c:16]2[c:17]([O:27][CH3:28])[cH:18][c:19]3[c:20]([Cl:26])[cH:21][n:22][n:23][c:24]3[cH:25]2)[CH2:12][CH2:13]1.[C:40](=[O:41])([O-:42])[O-:43].[Cs+:44].[Cs+:45].[O:46]=[CH:47][N:48]([CH3:49])[CH3:50].[OH:29][c:30]1[cH:31][c:32]2[cH:33][c:34]([CH3:39])[nH:35][c:36]2[cH:37][cH:38]1>>[C:1]([CH3:2])([CH3:3])([CH3:4])[O:5][C:6](=[O:7])[N:8]1[CH2:9][CH2:10][CH:11]([CH2:14][O:15][c:16]2[c:17]([O:27][CH3:28])[cH:18][c:19]3[c:20](-[c:30]4[cH:31][c:32]5[cH:33][c:34]([CH3:39])[nH:35][c:36]5[cH:37][cH:38]4)[cH:21][n:22][n:23][c:24]3[cH:25]2)[CH2:12][CH2:13]1. The reactants are ClC=1C=C(C(=CC1Cl)F)NC1=NC=NC2=CC(=C(C=C12)[N+](=O)[O-])OCCCN1CCOCC1 (4-[(3,4-dichloro-6-fluorophenyl)amino]-7-[3-(4-morpholinyl)propoxy]-6-nitroquinazoline), O.NN (hydrazine hydrate). The reagents and catalysts are [Ni] (Nickel). Product: NC=1C=C2C(=NC=NC2=CC1OCCCN1CCOCC1)NC1=CC(=C(C=C1F)Cl)Cl (6-amino-4-[(3,4-dichloro-6-fluorophenyl)amino]-7-[3-(4-morpholinyl)propoxy]quinazoline). The yield is 75.0%. RXN SMILES: [Cl:1][C:2]1[CH:3]=[C:4]([NH:10][C:11]2[C:20]3[C:15](=[CH:16][C:17]([O:24][CH2:25][CH2:26][CH2:27][N:28]4[CH2:33][CH2:32][O:31][CH2:30][CH2:29]4)=[C:18]([N+:21]([O-])=O)[CH:19]=3)[N:14]=[CH:13][N:12]=2)[C:5]([F:9])=[CH:6][C:7]=1[Cl:8].O.NN>[Ni]>[NH2:21][C:18]1[CH:19]=[C:20]2[C:15](=[CH:16][C:17]=1[O:24][CH2:25][CH2:26][CH2:27][N:28]1[CH2:29][CH2:30][O:31][CH2:32][CH2:33]1)[N:14]=[CH:13][N:12]=[C:11]2[NH:10][C:4]1[C:5]([F:9])=[CH:6][C:7]([Cl:8])=[C:2]([Cl:1])[CH:3]=1 |f:1.2|. Procedure details: 4-[(3,4-dichloro-6-fluorophenyl)amino]-7-[3-(4-morpholinyl)propoxy]-6-nitroquinazoline was reacted with hydrazine hydrate and Raney®Nickel, as described hereinabove, to produce 6-amino-4-[(3,4-dichloro-6-fluorophenyl)amino]-7-[3-(4-morpholinyl)propoxy]quinazoline in 75% yield. The reactants are O=C(N1CCNCC1)C12CC3CC(CC(C3)C1)C2, CCCCO, COc1cc2nc(Cl)nc(N)c2cc1OC. Product: COc1cc2nc(N3CCN(C(=O)C45CC6CC(CC(C6)C4)C5)CC3)nc(N)c2cc1OC. RXN SMILES: [C:17]12([C:27](=[O:28])[N:29]3[CH2:30][CH2:31][NH:32][CH2:33][CH2:34]3)[CH2:18][CH:19]3[CH2:20][CH:21]([CH2:22][CH:23]([CH2:24]1)[CH2:25]3)[CH2:26]2.[CH2:35]([OH:36])[CH2:37][CH2:38][CH3:39].[Cl:1][c:2]1[n:3][c:4]2[cH:5][c:6]([O:15][CH3:16])[c:7]([O:13][CH3:14])[cH:8][c:9]2[c:10]([NH2:12])[n:11]1>>[c:2]1([N:32]2[CH2:31][CH2:30][N:29]([C:27]([C:17]34[CH2:18][CH:19]5[CH2:20][CH:21]([CH2:22][CH:23]([CH2:24]3)[CH2:25]5)[CH2:26]4)=[O:28])[CH2:34][CH2:33]2)[n:3][c:4]2[cH:5][c:6]([O:15][CH3:16])[c:7]([O:13][CH3:14])[cH:8][c:9]2[c:10]([NH2:12])[n:11]1. Starting materials: FC=1C=C(C=CC1I)CCC1=CC2=CC=CC=C2C=C1 (2-[2-(3-fluoro-4-iodophenyl)ethyl]naphthalene), FC1=CC=C(C=C1)OB(O)O (4-fluorophenylboric acid), C(=O)([O-])[O-].[K+].[K+] (K2CO3), C1(=CC=CC=C1)P(C1=CC=CC=C1)C1=CC=CC=C1 (triphenylphosphine), mixed solvent. Reagents/catalysts: [Br-].C(CCC)[N+](CCCC)(CCCC)CCCC (tetrabutylammonium bromide), Cl[Pd]([P](C1=CC=CC=C1)(C2=CC=CC=C2)C3=CC=CC=C3)([P](C4=CC=CC=C4)(C5=CC=CC=C5)C6=CC=CC=C6)Cl (dichlorobis(triphenylphosphine)palladium(II)). Solvent: C1(=CC=CC=C1)C.O.C(C)O (toluene water ethanol). Conditions: time 4 hour. The product is FC1=C(C=CC(=C1)CCC1=CC2=CC=CC=C2C=C1)C1=CC=C(C=C1)F (2-[2-(2,4′-difluorobiphenyl-4-yl)ethyl]naphthalene). As a reaction SMILES: [F:1][C:2]1[CH:3]=[C:4]([CH2:9][CH2:10][C:11]2[CH:20]=[CH:19][C:18]3[C:13](=[CH:14][CH:15]=[CH:16][CH:17]=3)[CH:12]=2)[CH:5]=[CH:6][C:7]=1I.[F:21][C:22]1[CH:27]=[CH:26][C:25](OB(O)O)=[CH:24][CH:23]=1.C([O-])([O-])=O.[K+].[K+].C1(P(C2C=CC=CC=2)C2C=CC=CC=2)C=CC=CC=1>[Br-].C([N+](CCCC)(CCCC)CCCC)CCC.Cl[Pd](Cl)([P](C1C=CC=CC=1)(C1C=CC=CC=1)C1C=CC=CC=1)[P](C1C=CC=CC=1)(C1C=CC=CC=1)C1C=CC=CC=1.C1(C)C=CC=CC=1.O.C(O)C>[F:1][C:2]1[CH:3]=[C:4]([CH2:9][CH2:10][C:11]2[CH:20]=[CH:19][C:18]3[C:13](=[CH:14][CH:15]=[CH:16][CH:17]=3)[CH:12]=2)[CH:5]=[CH:6][C:7]=1[C:25]1[CH:26]=[CH:27][C:22]([F:21])=[CH:23][CH:24]=1 |f:2.3.4,6.7,9.10.11,^1:77,96|. Procedure details: A mixture of 7.00 g (=18.61 mmol) of the above 2-[2-(3-fluoro-4-iodophenyl)ethyl]naphthalene, 3.12 g (=22.30 mmol) of 4-fluorophenylboric acid, 3.86 g (=27.93 mmol) of K2CO3, 1.50 g (=4.65 mmol) of tetrabutylammonium bromide, 0.39 g (=0.56 mmol) of dichlorobis(triphenylphosphine)palladium(II), 0.30 g (1.12 mmol) of triphenylphosphine and 60 ml of a mixed solvent of toluene/water/ethanol in a ratio of 1:1:1 was stirred for 4 hours with reflux. The reaction mixture obtained was extracted thrice wi...